Dataset: the Open Reaction Database (ORD), a public repository of structured organic reaction records. Task: describe an organic reaction: reactants, conditions, products, and yield Starting materials: C(C(=O)Cl)(=O)Cl (oxalyl chloride), CS(=O)C (DMSO), FC=1C=C(C=C(C1)OC(C(F)F)(F)F)[C@@](CC1=CC=CC=C1)(C1=CC=C(C=C1)F)NC(=O)N[C@H]1[C@@H](CCC1)O (1-((R)-1-(3-fluoro-5-(1,1,2,2-tetrafluoroethoxy)phenyl)-1-(4-fluorophenyl)-2-phenylethyl)-3-((1R,2R)-2-hydroxycyclopentyl)urea). Solvent: C(Cl)Cl (CH2Cl2). Run at temperature -78 celsius, time 15 minute. The product is FC=1C=C(C=C(C1)OC(C(F)F)(F)F)[C@@](CC1=CC=CC=C1)(C1=CC=C(C=C1)F)NC(=O)NC1=CCCC1=O ((R)-1-(1-(3-fluoro-5-(1,1,2,2-tetrafluoroethoxy)phenyl)-1-(4-fluorophenyl)-2-phenylethyl)-3-(5-oxocyclopent-1-enyl)urea), FC=1C=C(C=C(C1)OC(C(F)F)(F)F)[C@@](CC1=CC=CC=C1)(C1=CC=C(C=C1)F)NC(=O)N[C@H]1C(CCC1)=O (1-((R)-1-(3-fluoro-5-(1,1,2,2-tetrafluoroethoxy)phenyl)-1-(4-fluorophenyl)-2-phenylethyl)-3-((R)-2-oxocyclopentyl)urea). Isolated yield 60.0%. RXN SMILES: C(Cl)(=O)C(Cl)=O.CS(C)=O.[F:11][C:12]1[CH:13]=[C:14]([C@:25]([NH:40][C:41]([NH:43][C@@H:44]2[CH2:48][CH2:47][CH2:46][C@H:45]2[OH:49])=[O:42])([C:33]2[CH:38]=[CH:37][C:36]([F:39])=[CH:35][CH:34]=2)[CH2:26][C:27]2[CH:32]=[CH:31][CH:30]=[CH:29][CH:28]=2)[CH:15]=[C:16]([O:18][C:19]([F:24])([F:23])[CH:20]([F:22])[F:21])[CH:17]=1>C(Cl)Cl>[F:11][C:12]1[CH:13]=[C:14]([C@:25]([NH:40][C:41]([NH:43][C:44]2[C:45](=[O:49])[CH2:46][CH2:47][CH:48]=2)=[O:42])([C:33]2[CH:38]=[CH:37][C:36]([F:39])=[CH:35][CH:34]=2)[CH2:26][C:27]2[CH:28]=[CH:29][CH:30]=[CH:31][CH:32]=2)[CH:15]=[C:16]([O:18][C:19]([F:23])([F:24])[CH:20]([F:21])[F:22])[CH:17]=1.[F:11][C:12]1[CH:13]=[C:14]([C@:25]([NH:40][C:41]([NH:43][C@@H:44]2[CH2:48][CH2:47][CH2:46][C:45]2=[O:49])=[O:42])([C:33]2[CH:38]=[CH:37][C:36]([F:39])=[CH:35][CH:34]=2)[CH2:26][C:27]2[CH:28]=[CH:29][CH:30]=[CH:31][CH:32]=2)[CH:15]=[C:16]([O:18][C:19]([F:23])([F:24])[CH:20]([F:21])[F:22])[CH:17]=1. Procedure: To a solution of oxalyl chloride (2 M in CH2Cl2, 150 uL) at −78° C. was added DMSO (47 mg, 0.60 mmol) dropwise. The reaction mixture was stirred at −78° C. for 15 min, then 1-((R)-1-(3-fluoro-5-(1,1,2,2-tetrafluoroethoxy)phenyl)-1-(4-fluorophenyl)-2-phenylethyl)-3-((1R,2R)-2-hydroxycyclopentyl)urea (Example 246, 113 mg, 0.20 mmol) in CH2Cl2 (1 mL) was added dropwise. The reaction mixture was allowed to warm to rt and stirred for 16 h. The reaction mixture was concentrated under reduced pressure ... Starting materials: CC1N(C(CCC1)C)CCCCO (4-(2,6-dimethyl-1-piperidyl)butanol), Cl (hydrochloric acid), [H-].[Na+] (sodium hydride), ClC1N(C(C2=CC=CC=C12)=O)C1=NC2=NC(=CC=C2C=C1)Cl (3-chloro-2-(7-chloro-1,8-naphthyridin-2-yl)-1-isoindolinone). Solvent: O1CCCC1 (tetrahydrofuran), C(C)(=O)OCC (ethyl acetate), O (water). Yields the product Cl.ClC1=CC=C2C=CC(=NC2=N1)N1C(C2=CC=CC=C2C1OCCCCN1C(CCCC1C)C)=O (2-(7-chloro-1,8-naphthyridin-2-yl)-3-[4-(2,6-dimethylpiperidino)butoxy]-1isoindolinone hydrochloride). Isolated yield 11.9%. Reaction SMILES: [CH3:1][CH:2]1[CH2:7][CH2:6][CH2:5][CH:4]([CH3:8])[N:3]1[CH2:9][CH2:10][CH2:11][CH2:12][OH:13].[H-].[Na+].[Cl:16][CH:17]1[C:25]2[C:20](=[CH:21][CH:22]=[CH:23][CH:24]=2)[C:19](=[O:26])[N:18]1[C:27]1[CH:36]=[CH:35][C:34]2[C:29](=[N:30][C:31]([Cl:37])=[CH:32][CH:33]=2)[N:28]=1.Cl>O1CCCC1.O.C(OCC)(=O)C>[ClH:16].[Cl:37][C:31]1[N:30]=[C:29]2[C:34]([CH:35]=[CH:36][C:27]([N:18]3[CH:17]([O:13][CH2:12][CH2:11][CH2:10][CH2:9][N:3]4[CH:4]([CH3:8])[CH2:5][CH2:6][CH2:7][CH:2]4[CH3:1])[C:25]4[C:20](=[CH:21][CH:22]=[CH:23][CH:24]=4)[C:19]3=[O:26])=[N:28]2)=[CH:33][CH:32]=1 |f:1.2,8.9|. Procedure details: The procedure is as in Example 7, but starting with 4-(2,6-dimethyl-1-piperidyl)butanol (8 g) in anhydrous tetrahydrofuran (220 cc), an oily suspension (50% by weight; 1.9 g) of sodium hydride and 3-chloro-2-(7-chloro-1,8-naphthyridin-2-yl)-1-isoindolinone (8.6 g). The residue obtained is taken up with ethyl acetate (20 cc); the insoluble product is removed by filtration and the filtrate is concentrated to dryness under reduced pressure (2.7 kPa) at 40° C. The residue obtained is taken up with w... The reactants are CCCC[Sn](Cl)(Cl)CCCC, C1CCOC1, COC(=O)c1sc(-c2ccccc2)cc1N, O=C1CCN(C(=O)OCc2ccccc2)CC1, [SiH3]c1ccccc1. Product: COC(=O)c1sc(-c2ccccc2)cc1NC1CCN(C(=O)OCc2ccccc2)CC1. Reaction SMILES: [CH2:34]([Sn:35]([Cl:36])([Cl:37])[CH2:38][CH2:39][CH2:40][CH3:41])[CH2:42][CH2:43][CH3:44].[CH2:52]1[O:53][CH2:54][CH2:55][CH2:56]1.[CH3:1][O:2][C:3](=[O:4])[c:5]1[s:6][c:7](-[c:11]2[cH:12][cH:13][cH:14][cH:15][cH:16]2)[cH:8][c:9]1[NH2:10].[O:17]=[C:18]1[CH2:19][CH2:20][N:21]([C:24](=[O:25])[O:26][CH2:27][c:28]2[cH:29][cH:30][cH:31][cH:32][cH:33]2)[CH2:22][CH2:23]1.[c:45]1([SiH3:46])[cH:47][cH:48][cH:49][cH:50][cH:51]1>>[CH3:1][O:2][C:3](=[O:4])[c:5]1[s:6][c:7](-[c:11]2[cH:12][cH:13][cH:14][cH:15][cH:16]2)[cH:8][c:9]1[NH:10][CH:18]1[CH2:19][CH2:20][N:21]([C:24](=[O:25])[O:26][CH2:27][c:28]2[cH:29][cH:30][cH:31][cH:32][cH:33]2)[CH2:22][CH2:23]1. The reactants are N1CCCC2=CC=CC=C12 (1,2,3,4-tetrahydroquinoline), OS(=O)(=O)O (H2SO4), N(=O)[O-].[Na+] (NaNO2). Run in C(Cl)Cl (CH2Cl2). Conditions: time 1.5 hour. Yields the product N(=O)N1CCCC2=CC=CC=C12 (1-Nitroso-1,2,3,4-tetrahydroquinoline). As a reaction SMILES: [NH:1]1[C:10]2[C:5](=[CH:6][CH:7]=[CH:8][CH:9]=2)[CH2:4][CH2:3][CH2:2]1.OS(O)(=O)=O.[N:16]([O-])=[O:17].[Na+]>C(Cl)Cl>[N:16]([N:1]1[C:10]2[C:5](=[CH:6][CH:7]=[CH:8][CH:9]=2)[CH2:4][CH2:3][CH2:2]1)=[O:17] |f:2.3|. Procedure: To a stirred solution of 1,2,3,4-tetrahydroquinoline (10.0 g, 75.08 mmol) in 150 mL CH2Cl2 was added 150 mL 1M H2SO4, followed by NaNO2 (5.70 g, 82.59 mmol). The reaction was stirred for 1.5 hours. The reaction mixture was partitioned, the organic layer retained, washed with a saturated solution of NaCl (aqueous), dried over Na2SO4 and concentrated to give the product (13.4 g 100%) as a dark oil. 1H-NMR (300 MHz, CDCl3): δ 8.08 (d, 1H), 7.28 (m, 3H), 3.92 (m, 2H), 2.82 (m, 2H), 2.03 (m, 2H) ppm;... Run in C(C)(=O)OCC (ethyl acetate), C(C)(=O)O (acetic acid). Reaction SMILES: [O:1]=[O+][O-].[C:4]1([CH3:21])[CH:9]=[CH:8][CH:7]=[CH:6][C:5]=1[S:10][C:11]1[CH:16]=[CH:15][CH:14]=[C:13]([CH:17]=CC)[C:12]=1[OH:20]>C(OCC)(=O)C.C(O)(=O)C>[OH:20][C:12]1[C:11]([S:10][C:5]2[CH:6]=[CH:7][CH:8]=[CH:9][C:4]=2[CH3:21])=[CH:16][CH:15]=[CH:14][C:13]=1[CH:17]=[O:1]. The product is OC1=C(C=O)C=CC=C1SC1=C(C=CC=C1)C (2-hydroxy-3-(o-tolylthio)benzaldehyde). Reactants: O=[O+][O-] (Ozone), C1(=C(C=CC=C1)SC1=C(C(=CC=C1)C=CC)O)C (2-(o-tolylthio)-6-(1-propenyl)phenol). Procedure: Ozone gas was introduced into a solution of 2-(o-tolylthio)-6-(1-propenyl)phenol (24.3 g) in a mixture of ethyl acetate (200 ml) and acetic acid (5 ml) at 3° C. for 1.5 hours. The excess of ozone was removed by air-bubbling and further decomposed with aqueous sodium hydrogen sulfite. The resultant organic layer was separated, washed with aqueous sodium hydrogen sulfite and water in turn, dried and then evaporated under reduced pressure. The oily residue was crystallized with ethanol to give yell...